This data is from the Open Reaction Database (ORD), a public repository of structured organic reaction records. The task is: describe an organic reaction: reactants, conditions, products, and yield The reactants are ClCCl, CC1CN(Cc2ccc(N(C)S(=O)(=O)c3ccc(-c4ccc(F)cc4)cc3)cc2)CCN1C(=O)OC(C)(C)C, O=C(O)C(F)(F)F. The product is CC1CN(Cc2ccc(N(C)S(=O)(=O)c3ccc(-c4ccc(F)cc4)cc3)cc2)CCN1. RXN SMILES: [Cl:47][CH2:48][Cl:49].[F:1][c:2]1[cH:3][cH:4][c:5](-[c:8]2[cH:9][cH:10][c:11]([S:14](=[O:15])(=[O:16])[N:17]([c:18]3[cH:19][cH:20][c:21]([CH2:24][N:25]4[CH2:26][CH:27]([CH3:38])[N:28]([C:31]([O:32][C:33]([CH3:34])([CH3:35])[CH3:36])=[O:37])[CH2:29][CH2:30]4)[cH:22][cH:23]3)[CH3:39])[cH:12][cH:13]2)[cH:6][cH:7]1.[F:40][C:41]([F:42])([F:43])[C:44]([OH:45])=[O:46]>>[F:1][c:2]1[cH:3][cH:4][c:5](-[c:8]2[cH:9][cH:10][c:11]([S:14](=[O:15])(=[O:16])[N:17]([c:18]3[cH:19][cH:20][c:21]([CH2:24][N:25]4[CH2:26][CH:27]([CH3:38])[NH:28][CH2:29][CH2:30]4)[cH:22][cH:23]3)[CH3:39])[cH:12][cH:13]2)[cH:6][cH:7]1. RXN SMILES: [C:1]([CH3:2])([CH3:3])([CH3:4])[c:5]1[cH:6][c:7]([C:11]2([NH:17][CH2:18][CH:19]([CH:20]([CH2:21][c:22]3[cH:23][c:24]([F:29])[cH:25][c:26]([F:28])[cH:27]3)[n:30]3[n:31][n:32][c:33]([Si:35]([CH3:36])([CH3:37])[CH3:38])[cH:34]3)[OH:39])[CH2:12][CH2:13][CH2:14][CH2:15][CH2:16]2)[cH:8][cH:9][cH:10]1.[CH2:41]([N+:42]([CH2:43][CH2:44][CH2:45][CH3:46])([CH2:47][CH2:48][CH2:49][CH3:50])[CH2:51][CH2:52][CH2:53][CH3:54])[CH2:55][CH2:56][CH3:57].[CH2:58]1[O:59][CH2:60][CH2:61][CH2:62]1.[F-:40]>>[C:1]([CH3:2])([CH3:3])([CH3:4])[c:5]1[cH:6][c:7]([C:11]2([NH:17][CH2:18][CH:19]([CH:20]([CH2:21][c:22]3[cH:23][c:24]([F:29])[cH:25][c:26]([F:28])[cH:27]3)[n:30]3[n:31][n:32][cH:33][cH:34]3)[OH:39])[CH2:12][CH2:13][CH2:14][CH2:15][CH2:16]2)[cH:8][cH:9][cH:10]1. The reactants are CC(C)(C)c1cccc(C2(NCC(O)C(Cc3cc(F)cc(F)c3)n3cc([Si](C)(C)C)nn3)CCCCC2)c1, CCCC[N+](CCCC)(CCCC)CCCC, C1CCOC1, [F-]. Product: CC(C)(C)c1cccc(C2(NCC(O)C(Cc3cc(F)cc(F)c3)n3ccnn3)CCCCC2)c1. As a reaction SMILES: [CH3:10][C:11](=[O:12])[O-:13].[CH3:27][CH2:28][OH:29].[N+:14](=[O:15])([O-:16])[c:17]1[c:18]([Cl:26])[c:19]([N+:23](=[O:24])[O-:25])[cH:20][cH:21][cH:22]1.[NH2:1][c:2]1[cH:3][cH:4][cH:5][cH:6][c:7]1[OH:8].[Na+:9]>>[NH:1]([c:2]1[cH:3][cH:4][cH:5][cH:6][c:7]1[OH:8])[c:18]1[c:17]([N+:14](=[O:15])[O-:16])[cH:22][cH:21][cH:20][c:19]1[N+:23](=[O:24])[O-:25]. The reactants are CC(=O)[O-], CCO, O=[N+]([O-])c1cccc([N+](=O)[O-])c1Cl, Nc1ccccc1O, [Na+]. Product: O=[N+]([O-])c1cccc([N+](=O)[O-])c1Nc1ccccc1O. Reaction SMILES: C1(P(C2CCCCC2)C2(OC)[CH2:13][CH:12]=[CH:11][C:10](OC)=[C:9]2[C:16]2[CH:21]=[CH:20][CH:19]=[CH:18][CH:17]=2)CCCCC1.Br[C:31]1[C:32]2[C:37]([C:38](Br)=[C:39]3[C:44]=1[CH:43]=[CH:42][CH:41]=[CH:40]3)=[CH:36][CH:35]=[CH:34][CH:33]=2.[CH:46]12[CH2:59][CH:49]([C:50]3[C:51](B(O)O)=[CH:52][CH:53]=[CH:54][C:55]=31)[CH2:48][CH2:47]2.P([O-])([O-])([O-])=O.[K+].[K+].[K+]>C1(C)C=CC=CC=1.O>[CH:46]12[CH2:59][CH:49]([C:50]3[C:55]1=[CH:54][CH:53]=[CH:52][C:51]=3[C:31]1[C:32]3[C:37]([C:38]([C:21]4[CH:20]=[CH:19][CH:18]=[C:17]5[C:16]=4[CH:9]4[CH2:10][CH:11]5[CH2:12][CH2:13]4)=[C:39]4[C:44]=1[CH:43]=[CH:42][CH:41]=[CH:40]4)=[CH:36][CH:35]=[CH:34][CH:33]=3)[CH2:48][CH2:47]2 |f:3.4.5.6|. Reactants: tris(dibenzylidenacetone)dipalladium(0), C1(CCCCC1)P(C1(C(=C(C=CC1)OC)C1=CC=CC=C1)OC)C1CCCCC1 (2-dicyclohexylphosphino-2,6-dimethoxybiphenyl), BrC=1C2=CC=CC=C2C(=C2C=CC=CC12)Br (9,10-dibromoanthracene), C12CCC(C=3C(=CC=CC13)B(O)O)C2 (1,2,3,4-tetrahydro-1,4-methanonaphthalene-5-boronic acid), P(=O)([O-])([O-])[O-].[K+].[K+].[K+] (tripotassium phosphate). Yields the product C12CCC(C3=C(C=CC=C13)C=1C3=CC=CC=C3C(=C3C=CC=CC13)C1=C3C4CCC(C3=CC=C1)C4)C2 (9,10-Bis(1,2,3,4-tetrahydro-1,4-methanonaphth-5-yl)anthracene). Procedure details: 915 my (1 mmol) of tris(dibenzylidenacetone)dipalladium(0) and 821 mg (2 mmol) of 2-dicyclohexylphosphino-2,6-dimethoxybiphenyl are added to a suspension of 16.8 g (50 mmol) of 9,10-dibromoanthracene, 21.6 g (115 mol) of 1,2,3,4-tetrahydro-1,4-methanonaphthalene-5-boronic acid and 66.9 g (315 mmol) of tripotassium phosphate in 400 ml of anhydrous toluene, and the mixture is refluxed for 16 h. After the reaction mixture has been cooled, 400 ml of water are added, and the precipitate is filtered o... Run in C1(=CC=CC=C1)C (toluene), O (water). Solvent: CCCCCC (hexane). Reaction SMILES: S(Cl)([Cl:4])(=O)=O.[Cl:6][C:7]1[NH:8][C:9]([C:14]2[CH:19]=[CH:18][C:17]([Cl:20])=[C:16]([Cl:21])[CH:15]=2)=[CH:10][C:11]=1[C:12]#[N:13].CCOCC.C(O)(=O)C>CCCCCC>[Cl:6][C:7]1[NH:8][C:9]([C:14]2[CH:19]=[CH:18][C:17]([Cl:20])=[C:16]([Cl:21])[CH:15]=2)=[C:10]([Cl:4])[C:11]=1[C:12]#[N:13]. Run at temperature 0 celsius, time 2 hour. The product is ClC=1NC(=C(C1C#N)Cl)C1=CC(=C(C=C1)Cl)Cl (2,4-Dichloro-5-(3,4-dichlorophenyl)pyrrole-3-carbonitrile). Starting materials: ClC=1NC(=CC1C#N)C1=CC(=C(C=C1)Cl)Cl (2-chloro-5-(3,4-dichlorophenyl)pyrrole-3-carbonitrile), CCOCC (ether), C(C)(=O)O (acetic acid), S(=O)(=O)(Cl)Cl (Sulfuryl chloride), ice water. Procedure: Sulfuryl chloride (1.8 g) is added dropwise to a 0° C. mixture of 2-chloro-5-(3,4-dichlorophenyl)pyrrole-3-carbonitrile, ether (30 mL) and acetic acid (30 mL). After stirring for 2 hours at 0° C., the reaction mixture is poured into an ice-water slurry. The cold mixture is diluted with hexane and the solids are collected and dried to give the title compound as a beige solid (mp >200° C.) which is identified by 13C NMR spectral analysis. Reactants: Cc1ccc(S(=O)(=O)OCC2CCCN2C(=O)OC(C)(C)C)cc1, [H-], Oc1ccc(Cc2ccc(I)cc2)cc1, [Na+], CN(C)C=O. Product: CC(C)(C)OC(=O)N1CCCC1COc1ccc(Cc2ccc(I)cc2)cc1. RXN SMILES: [C:18]([CH3:19])([CH3:20])([CH3:21])[O:22][C:23](=[O:24])[N:25]1[CH:26]([CH2:30][O:31][S:32]([c:33]2[cH:34][cH:35][c:36]([CH3:37])[cH:38][cH:39]2)(=[O:40])=[O:41])[CH2:27][CH2:28][CH2:29]1.[H-:2].[I:3][c:4]1[cH:5][cH:6][c:7]([CH2:8][c:9]2[cH:10][cH:11][c:12]([OH:15])[cH:13][cH:14]2)[cH:16][cH:17]1.[Na+:1].[O:42]=[CH:43][N:44]([CH3:45])[CH3:46]>>[I:3][c:4]1[cH:5][cH:6][c:7]([CH2:8][c:9]2[cH:10][cH:11][c:12]([O:15][CH2:30][CH:26]3[N:25]([C:23]([O:22][C:18]([CH3:19])([CH3:20])[CH3:21])=[O:24])[CH2:29][CH2:28][CH2:27]3)[cH:13][cH:14]2)[cH:16][cH:17]1.